This data is from the Open Reaction Database (ORD), a public repository of structured organic reaction records. The task is: describe an organic reaction: reactants, conditions, products, and yield Reactants: C(C)(=O)OC(C)=O (acetic anhydride), N1(CCNCC1)C=1C2=C(SC1C1=CC=CC=C1)C=CC=C2 (3-piperazino-2-phenyl-benzo(b)thiophene). Run in C(Cl)Cl (methylene chloride). Conditions: time 2 hour. The product is C(C)(=O)N1CCN(CC1)C=1C2=C(SC1C1=CC=CC=C1)C=CC=C2 (3-(4-acetylpiperazino)-2-phenyl-benzo(b)thiophene). RXN SMILES: C(O[C:5](=[O:7])[CH3:6])(=O)C.[N:8]1([C:14]2[C:15]3[CH:28]=[CH:27][CH:26]=[CH:25][C:16]=3[S:17][C:18]=2[C:19]2[CH:24]=[CH:23][CH:22]=[CH:21][CH:20]=2)[CH2:13][CH2:12][NH:11][CH2:10][CH2:9]1>C(Cl)Cl>[C:5]([N:11]1[CH2:12][CH2:13][N:8]([C:14]2[C:15]3[CH:28]=[CH:27][CH:26]=[CH:25][C:16]=3[S:17][C:18]=2[C:19]2[CH:24]=[CH:23][CH:22]=[CH:21][CH:20]=2)[CH2:9][CH2:10]1)(=[O:7])[CH3:6]. Procedure: 6.15 g (60 mmole) of acetic anhydride are mixed with a solution of 11.8 g (40 mmole) of 3-piperazino-2-phenyl-benzo(b)thiophene in 50 milliliters of methylene chloride and left for 2 hours at ambient temperature. After washing with dilute ammonia the organic phase is dried over Na2SO4 and evaporated: 13.2 g (98% of theory) of colourless needles, mp 167°-169° (CCl4). The reactants are CC(=O)[O-], CC(=O)[O-], Cc1ccc(C)cc1, CS(C)=O, N#Cc1ccccc1Cl, [F-], [K+], O, OCCN(CCO)CCO, [Pd+2], Cc1ccc(B(O)O)cc1. Yields the product Cc1ccc(-c2ccccc2C#N)cc1. RXN SMILES: [C:45]([O-:46])(=[O:47])[CH3:48].[C:50]([O-:51])(=[O:52])[CH3:53].[CH3:22][c:23]1[cH:24][cH:25][c:26]([CH3:27])[cH:28][cH:29]1.[CH3:41][S:42]([CH3:43])=[O:44].[Cl:1][c:2]1[c:3]([C:4]#[N:5])[cH:6][cH:7][cH:8][cH:9]1.[F-:20].[K+:21].[OH2:40].[OH:30][CH2:31][CH2:32][N:33]([CH2:34][CH2:35][OH:36])[CH2:37][CH2:38][OH:39].[Pd+2:49].[c:10]1([CH3:19])[cH:11][cH:12][c:13]([B:16]([OH:17])[OH:18])[cH:14][cH:15]1>>[c:2]1(-[c:13]2[cH:12][cH:11][c:10]([CH3:19])[cH:15][cH:14]2)[c:3]([C:4]#[N:5])[cH:6][cH:7][cH:8][cH:9]1. Reactants: C(#N)N=C([S-])[S-].[K+].[K+] (Dipotassium N-cyano-dithioimidocarbonate), S(=O)(=O)(OCC)OCC (diethyl sulfate), OO (hydrogen peroxide). The product is OC1=NSC(=N1)SCC (3-hydroxy-5-ethylthio-1,2,4-thiadiazole). Reaction SMILES: [C:1]([N:3]=[C:4]([S-:6])[S-:5])#[N:2].[K+].[K+].S(OCC)(O[CH2:13][CH3:14])(=O)=O.[OH:18]O>>[OH:18][C:1]1[N:3]=[C:4]([S:6][CH2:13][CH3:14])[S:5][N:2]=1 |f:0.1.2|. Reported procedure: Dipotassium N-cyano-dithioimidocarbonate and diethyl sulfate were condensed in an aqueous media and the product was reacted with hydrogen peroxide to obtain 3-hydroxy-5-ethylthio-1,2,4-thiadiazole melting at 129° C. The reactants are FC1(CCC1)C=1C(=CC(=NC1)C(=O)O)OCC(F)(F)F (5-(1-fluorocyclobutyl)-4-(2,2,2-trifluoroethoxy)pyridine-2-carboxylic acid), NC(CC(=O)N)(C)C1CC1 (3-amino-3-cyclopropyl-butanamide). Yields the product NC(CC(C)(C1CC1)NC(C1=NC=C(C(=C1)OCC(F)(F)F)C1(CCC1)F)=O)=O (N-(4-amino-2-cyclopropyl-4-oxobutan-2-yl)-5-(1-fluorocyclobutyl)-4-(2,2,2-trifluoroethoxy)picolinamide). Reaction SMILES: [F:1][C:2]1([C:6]2[C:7]([O:15][CH2:16][C:17]([F:20])([F:19])[F:18])=[CH:8][C:9]([C:12]([OH:14])=O)=[N:10][CH:11]=2)[CH2:5][CH2:4][CH2:3]1.[NH2:21][C:22]([CH:28]1[CH2:30][CH2:29]1)([CH3:27])[CH2:23][C:24]([NH2:26])=[O:25]>>[NH2:26][C:24](=[O:25])[CH2:23][C:22]([NH:21][C:12](=[O:14])[C:9]1[CH:8]=[C:7]([O:15][CH2:16][C:17]([F:20])([F:19])[F:18])[C:6]([C:2]2([F:1])[CH2:3][CH2:4][CH2:5]2)=[CH:11][N:10]=1)([CH:28]1[CH2:30][CH2:29]1)[CH3:27]. Procedure details: The title compound was synthesized in analogy to Example 112e, using 5-(1-fluorocyclobutyl)-4-(2,2,2-trifluoroethoxy)pyridine-2-carboxylic acid (example 285a) and 3-amino-3-cyclopropyl-butanamide (example 270c) as starting materials and isolated (55 mg, 49%); MS (ESI, m/z): 418.4 (M+H+). Starting materials: ClC1=CC=C(C=C1)C1OC2=CC(=CC=C2C(C1)=O)OC (2-(4-chloro-phenyl)-7-methoxy-chroman-4-one), ClC=1C(C(=C(C(C1Cl)=O)C#N)C#N)=O (2,3-dichloro-5,6-dicyano-1,4-benzoquinone). The solvent is C1=CC=CC=C1 (benzene). Yields the product ClC1=CC=C(C=C1)C=1OC2=CC(=CC=C2C(C1)=O)OC (2-(4-Chloro-phenyl)-7-methoxy-chromen-4-one). Isolated yield 79.0%. Reaction SMILES: [Cl:1][C:2]1[CH:7]=[CH:6][C:5]([CH:8]2[CH2:17][C:16](=[O:18])[C:15]3[C:10](=[CH:11][C:12]([O:19][CH3:20])=[CH:13][CH:14]=3)[O:9]2)=[CH:4][CH:3]=1.ClC1C(=O)C(C#N)=C(C#N)C(=O)C=1Cl>C1C=CC=CC=1>[Cl:1][C:2]1[CH:7]=[CH:6][C:5]([C:8]2[O:9][C:10]3[C:15]([C:16](=[O:18])[CH:17]=2)=[CH:14][CH:13]=[C:12]([O:19][CH3:20])[CH:11]=3)=[CH:4][CH:3]=1. Procedure details: 50 mg (0.17 mmol) of 2-(4-chloro-phenyl)-7-methoxy-chroman-4-one synthesized in Preparation 4 and 3.0 molar equivalents (0.12 g, 0.51 mmol) of 2,3-dichloro-5,6-dicyano-1,4-benzoquinone was refuxed in benzene solvent for a day, and then benzene was removed by distillation under reduced pressure. The residue was purified by silica gel column chromatography (eluent: n-hexane/ethylacetate=5/1, v/v) to give the title compound in a yield of 79%. Procedure details: A mixture of 2-(difluoromethyl)-4-methoxy-1-{4-(4-morpholinyl)-6-[4-(vinylsulfonyl)-1-piperazinyl]-1,3,5-triazin-2-yl}-1H-benzimidazole (from Example 3) (0.20 g, 0.37 mmol) and 1-(methylsulfonyl)piperazine (0.31 g, 1.9 mmol) in THF (100 mL) was refluxed for 2 days. The solvent was then removed under vacuum, and the residue was diluted with water to give a white solid, which was collected and dried. Chromatography on alumina eluting with CH2Cl2/EtOAc (9:1) gave 0.22 g (84% yield) of 2-(difluorome... Solvent: C1CCOC1 (THF). The product is FC(C1=NC2=C(N1C1=NC(=NC(=N1)N1CCN(CC1)S(=O)(=O)CCN1CCN(CC1)S(=O)(=O)C)N1CCOCC1)C=CC=C2OC)F (2-(difluoromethyl)-4-methoxy-1-[4-[4-({2-[4-(methylsulfonyl)-1-piperazinyl]ethyl}sulfonyl)-1-piperazinyl]-6-(4-morpholinyl)-1,3,5-triazin-2-yl]-1H-benzimidazole). The yield is 84.8%. Reaction SMILES: [F:1][CH:2]([F:37])[C:3]1[N:7]([C:8]2[N:13]=[C:12]([N:14]3[CH2:19][CH2:18][O:17][CH2:16][CH2:15]3)[N:11]=[C:10]([N:20]3[CH2:25][CH2:24][N:23]([S:26]([CH:29]=[CH2:30])(=[O:28])=[O:27])[CH2:22][CH2:21]3)[N:9]=2)[C:6]2[CH:31]=[CH:32][CH:33]=[C:34]([O:35][CH3:36])[C:5]=2[N:4]=1.[CH3:38][S:39]([N:42]1[CH2:47][CH2:46][NH:45][CH2:44][CH2:43]1)(=[O:41])=[O:40].C(Cl)Cl.CCOC(C)=O>C1COCC1>[F:37][CH:2]([F:1])[C:3]1[N:7]([C:8]2[N:9]=[C:10]([N:20]3[CH2:21][CH2:22][N:23]([S:26]([CH2:29][CH2:30][N:45]4[CH2:46][CH2:47][N:42]([S:39]([CH3:38])(=[O:41])=[O:40])[CH2:43][CH2:44]4)(=[O:28])=[O:27])[CH2:24][CH2:25]3)[N:11]=[C:12]([N:14]3[CH2:15][CH2:16][O:17][CH2:18][CH2:19]3)[N:13]=2)[C:6]2[CH:31]=[CH:32][CH:33]=[C:34]([O:35][CH3:36])[C:5]=2[N:4]=1 |f:2.3|. The reactants are C(Cl)Cl.CCOC(=O)C (CH2Cl2 EtOAc), FC(C1=NC2=C(N1C1=NC(=NC(=N1)N1CCOCC1)N1CCN(CC1)S(=O)(=O)C=C)C=CC=C2OC)F (2-(difluoromethyl)-4-methoxy-1-{4-(4-morpholinyl)-6-[4-(vinylsulfonyl)-1-piperazinyl]-1,3,5-triazin-2-yl}-1H-benzimidazole), CS(=O)(=O)N1CCNCC1 (1-(methylsulfonyl)piperazine).